describe an organic reaction: reactants, conditions, products, and yield From a dataset of the Open Reaction Database (ORD), a public repository of structured organic reaction records. Starting materials: hydrochloride salt, N(=[N+]=[N-])CC1CC2=C(O1)C=1C3CCC(C1C(=C2)OC)CC3 ((±)-2-(azidomethyl)-5-methoxy-2,3,6,7,8,9-hexahydro-6,9-ethanonaphtho[1,2-b]furan). The reagents and catalysts are [Pd] (palladium on carbon). Product: COC1=CC2=C(OC(C2)CN)C=2C3CCC(C12)CC3 ((±)-1-(5-methoxy-2,3,6,7,8,9-hexahydro-6,9-ethanonaphtho[1,2-b]furan-2-yl)methanamine). Yield: 74.0%. As a reaction SMILES: [N:1]([CH2:4][CH:5]1[O:9][C:8]2[C:10]3[CH:11]4[CH2:21][CH2:20][CH:14]([C:15]=3[C:16]([O:18][CH3:19])=[CH:17][C:7]=2[CH2:6]1)[CH2:13][CH2:12]4)=[N+]=[N-]>[Pd]>[CH3:19][O:18][C:16]1[C:15]2[CH:14]3[CH2:20][CH2:21][CH:11]([CH2:12][CH2:13]3)[C:10]=2[C:8]2[O:9][CH:5]([CH2:4][NH2:1])[CH2:6][C:7]=2[CH:17]=1. Procedure: Treatment of (±)-(5-methoxy-2,3,6,7,8,9-hexahydro-6,9-ethanonaphtho[1,2-b]furan-2-yl)methyl 4-methylbenzenesulfonate (5.45 g, 13.1 mmol) with sodium azide (3.419 g, 52.6 mmol) generally according to the procedure described for Intermediate 24 gave (±)-2-(azidomethyl)-5-methoxy-2,3,6,7,8,9-hexahydro-6,9-ethanonaphtho[1,2-b]furan. Treatment of the azide with palladium on carbon (10 wt. %, 0.350 g) generally according to the procedure described for Example 2 gave 2.88 g (74%) of (±)-1-(5-methoxy-2,... Reactants: C#CC1(Oc2ccccc2[N+](=O)[O-])CCN(C)CC1, CO, Cl, [Fe], [Na+], [Na+], O=C([O-])[O-], O. The product is C#CC1(Oc2ccccc2N)CCN(C)CC1. As a reaction SMILES: [CH3:1][N:2]1[CH2:3][CH2:4][C:5]([O:8][c:9]2[c:10]([N+:15]([O-:16])=[O:17])[cH:11][cH:12][cH:13][cH:14]2)([C:18]#[CH:19])[CH2:6][CH2:7]1.[CH3:21][OH:22].[ClH:20].[Fe:29].[Na+:23].[Na+:24].[O-:25][C:26](=[O:27])[O-:28].[OH2:30]>>[CH3:1][N:2]1[CH2:3][CH2:4][C:5]([O:8][c:9]2[c:10]([NH2:15])[cH:11][cH:12][cH:13][cH:14]2)([C:18]#[CH:19])[CH2:6][CH2:7]1. The reactants are C1(=CC=CC2=CC=CC=C12)C1=CC=C(C=2C3(C4=CC=CC=C4C12)C1=CC=CC=C1C=1C(=CC=C(C13)OC)C1=CC=CC3=CC=CC=C13)OC (4,4′-bis(naphth-1-yl)-1,1′-dimethoxy-9,9′-spirobifluorene), C1(=CC=CC=C1)N1N=NN=C1Cl (1-phenyl-5-chloro-tetrazole), C(=O)([O-])[O-].[K+].[K+] (K2CO3). Run in CC(=O)C (acetone). Conditions: temperature 40 celsius, time 8 hour. Product: C1(=CC=CC2=CC=CC=C12)C1=CC=CC=2C3(C4=CC=CC=C4C12)C1=CC=CC=C1C=1C(=CC=CC13)C1=CC=CC3=CC=CC=C13 (4,4′-bis(naphth-1-yl)-9,9′-spirobifluorene). RXN SMILES: [C:1]1([C:11]2[C:23]3[C:22]4[C:17](=[CH:18][CH:19]=[CH:20][CH:21]=4)[C:16]4([C:35]5[C:34](OC)=[CH:33][CH:32]=[C:31]([C:38]6[C:47]7[C:42](=[CH:43][CH:44]=[CH:45][CH:46]=7)[CH:41]=[CH:40][CH:39]=6)[C:30]=5[C:29]5[C:24]4=[CH:25][CH:26]=[CH:27][CH:28]=5)[C:15]=3[C:14](OC)=[CH:13][CH:12]=2)[C:10]2[C:5](=[CH:6][CH:7]=[CH:8][CH:9]=2)[CH:4]=[CH:3][CH:2]=1.C1(N2C(Cl)=NN=N2)C=CC=CC=1.C([O-])([O-])=O.[K+].[K+]>CC(C)=O>[C:38]1([C:31]2[C:30]3[C:29]4[C:24](=[CH:25][CH:26]=[CH:27][CH:28]=4)[C:16]4([C:15]5[CH:14]=[CH:13][CH:12]=[C:11]([C:1]6[C:10]7[C:5](=[CH:6][CH:7]=[CH:8][CH:9]=7)[CH:4]=[CH:3][CH:2]=6)[C:23]=5[C:22]5[C:17]4=[CH:18][CH:19]=[CH:20][CH:21]=5)[C:35]=3[CH:34]=[CH:33][CH:32]=2)[C:47]2[C:42](=[CH:43][CH:44]=[CH:45][CH:46]=2)[CH:41]=[CH:40][CH:39]=1 |f:2.3.4|. Reported procedure: A well-stirred suspension of 31.5 g (50 mmol) of 4,4′-bis(naphth-1-yl)-1,1′-dimethoxy-9,9′-spirobifluorene, 18.1 g (100 mmol) of 1-phenyl-5-chloro-tetrazole and 27.6 g (200 mmol) of K2CO3 is heated under reflux for 18 h in 250 ml of acetone. After cooling, the precipitated solid is filtered off with suction and dried. The solid is dissolved in 200 ml of toluene, 6 g of 5% Pd/C are added, and the mixture is stirred at 40° C. for 8 h under a hydrogen atmosphere. After removal of the solvent, the r... Reactants: CCOC(C)=O, CC1CC(C)C2CN(C)CC1C2=O, [H-], [Na+], C1CCOC1. The product is CCOC(=O)C=C1C2CN(C)CC1C(C)CC2C. As a reaction SMILES: [CH3:16][CH2:17][O:18][C:19]([CH3:20])=[O:21].[CH3:3][N:4]1[CH2:5][CH:6]2[CH:7]([CH3:15])[CH2:8][CH:9]([CH3:14])[CH:10]([CH2:11]1)[C:12]2=[O:13].[H-:1].[Na+:2].[O:22]1[CH2:23][CH2:24][CH2:25][CH2:26]1>>[CH3:3][N:4]1[CH2:5][CH:6]2[CH:7]([CH3:15])[CH2:8][CH:9]([CH3:14])[CH:10]([CH2:11]1)[C:12]2=[CH:20][C:19]([O:18][CH2:17][CH3:16])=[O:21]. The reactants are N1N=CC(=C1)C(=O)O (4-Pyrazolecarboxylic acid), solution, C[O-].[Na+] (sodium methylate). Solvent: S(O)(O)(=O)=O (sulfuric acid), CO (methanol), CO (methanol). The product is N1N=CC(=C1)C(=O)OC (methyl pyrazole-4-carboxylate). RXN SMILES: [NH:1]1[CH:5]=[C:4]([C:6]([OH:8])=[O:7])[CH:3]=[N:2]1.[CH3:9][O-].[Na+]>CO.S(=O)(=O)(O)O>[NH:1]1[CH:5]=[C:4]([C:6]([O:8][CH3:9])=[O:7])[CH:3]=[N:2]1 |f:1.2|. Procedure: 4-Pyrazolecarboxylic acid (514 mg) was dissolved in methanol (10 ml) and sulfuric acid (0.25 ml), and the mixture was stirred at room temperature for 2 hours, followed by refluxing under heating for 4 hours. After cooling, a 28% solution (0.95 ml) of sodium methylate in methanol was added to the reaction mixture for neutralization and the solvent was distilled away. Chloroform was added to the residue, and the residue was washed with water and brine and dried over anhydrous magnesium sulfate. Th... Reactants: C(C1=CC=CC=C1)(=O)OCC=CCO (4-hydroxy-2-butenyl benzoate), CC(C(=O)Cl)(C)C (trimethylacetyl chloride). The product is CC(C(=O)OCC=CCOC(C1=CC=CC=C1)=O)(C)C (4-Benzoyloxy-2-butenyl trimethylacetate). RXN SMILES: [C:1]([O:9][CH2:10][CH:11]=[CH:12][CH2:13][OH:14])(=[O:8])[C:2]1[CH:7]=[CH:6][CH:5]=[CH:4][CH:3]=1.[CH3:15][C:16]([CH3:21])([CH3:20])[C:17](Cl)=[O:18]>>[CH3:15][C:16]([CH3:21])([CH3:20])[C:17]([O:14][CH2:13][CH:12]=[CH:11][CH2:10][O:9][C:1](=[O:8])[C:2]1[CH:7]=[CH:6][CH:5]=[CH:4][CH:3]=1)=[O:18]. Procedure details: 4-Benzoyloxy-2-butenyl trimethylacetate was prepared by the procedure of Example 1 from 19 gms (0.1 mole) of 4-hydroxy-2-butenyl benzoate and 12 gms (0.1 mole) of trimethylacetyl chloride. The structure of the final product was characterized on the basis of NMR and IR spectral analyses as described in Example 1. RXN SMILES: [Br:18][c:19]1[cH:20][c:21]([B:26]([OH:27])[OH:28])[c:22]([F:25])[n:23][cH:24]1.[C:29](=[O:30])([O-:31])[O-:32].[CH3:35][O:36][CH2:37][CH2:38][O:39][CH3:40].[Cl:1][c:2]1[c:3]2[n:4][cH:5][n:6]([CH:12]3[O:13][CH2:14][CH2:15][CH2:16][CH2:17]3)[c:7]2[n:8][c:9]([CH3:11])[n:10]1.[K+:33].[K+:34].[OH2:41]>>[c:2]1(-[c:21]2[cH:20][c:19]([Br:18])[cH:24][n:23][c:22]2[F:25])[c:3]2[n:4][cH:5][n:6]([CH:12]3[O:13][CH2:14][CH2:15][CH2:16][CH2:17]3)[c:7]2[n:8][c:9]([CH3:11])[n:10]1. The product is Cc1nc(-c2cc(Br)cnc2F)c2ncn(C3CCCCO3)c2n1. Starting materials: OB(O)c1cc(Br)cnc1F, O=C([O-])[O-], COCCOC, Cc1nc(Cl)c2ncn(C3CCCCO3)c2n1, [K+], [K+], O.